This data is from the Open Reaction Database (ORD), a public repository of structured organic reaction records. The task is: describe an organic reaction: reactants, conditions, products, and yield The reactants are B, C1CCOC1, [Cl-], NCCO, [NH4+], O=C(c1ccc(OCCN2CCCCC2)cc1)c1c(-c2cc(F)cc(F)c2F)ccc2cc(O)ccc12, OC(c1ccccc1)(c1ccccc1)C1CCCN1. Product: Oc1ccc2c(C(O)c3ccc(OCCN4CCCCC4)cc3)c(-c3cc(F)cc(F)c3F)ccc2c1. As a reaction SMILES: [BH3:57].[CH2:64]1[O:65][CH2:66][CH2:67][CH2:68]1.[Cl-:62].[NH2:58][CH2:59][CH2:60][OH:61].[NH4+:63].[OH:20][c:21]1[cH:22][c:23]2[cH:24][cH:25][c:26](-[c:48]3[c:49]([F:56])[c:50]([F:55])[cH:51][c:52]([F:54])[cH:53]3)[c:27]([C:31](=[O:32])[c:33]3[cH:34][cH:35][c:36]([O:39][CH2:40][CH2:41][N:42]4[CH2:43][CH2:44][CH2:45][CH2:46][CH2:47]4)[cH:37][cH:38]3)[c:28]2[cH:29][cH:30]1.[c:1]1([C:2]([c:3]2[cH:4][cH:5][cH:6][cH:7][cH:8]2)([CH:9]2[CH2:10][CH2:11][CH2:12][NH:13]2)[OH:14])[cH:15][cH:16][cH:17][cH:18][cH:19]1>>[OH:20][c:21]1[cH:22][c:23]2[cH:24][cH:25][c:26](-[c:48]3[c:49]([F:56])[c:50]([F:55])[cH:51][c:52]([F:54])[cH:53]3)[c:27]([CH:31]([OH:32])[c:33]3[cH:34][cH:35][c:36]([O:39][CH2:40][CH2:41][N:42]4[CH2:43][CH2:44][CH2:45][CH2:46][CH2:47]4)[cH:37][cH:38]3)[c:28]2[cH:29][cH:30]1. Reactants: ClC1=C(C(=O)O)C=C(C=N1)F (2-chloro-5-fluoronicotinic acid), Cl.N[C@@H](C)C1=CC=C(C(=O)OC)C=C1 (Methyl 4-[(1S)-1-aminoethyl]benzoate hydrochloride). The product is ClC1=NC=C(C=C1C(=O)N[C@@H](C)C1=CC=C(C(=O)OC)C=C1)F (Methyl 4-((1S)-1-{[(2-chloro-5-fluoropyridin-3-yl)carbonyl]amino}ethyl)benzoate). As a reaction SMILES: [Cl:1][C:2]1[N:10]=[CH:9][C:8]([F:11])=[CH:7][C:3]=1[C:4]([OH:6])=O.Cl.[NH2:13][C@H:14]([C:16]1[CH:25]=[CH:24][C:19]([C:20]([O:22][CH3:23])=[O:21])=[CH:18][CH:17]=1)[CH3:15]>>[Cl:1][C:2]1[C:3]([C:4]([NH:13][C@H:14]([C:16]2[CH:25]=[CH:24][C:19]([C:20]([O:22][CH3:23])=[O:21])=[CH:18][CH:17]=2)[CH3:15])=[O:6])=[CH:7][C:8]([F:11])=[CH:9][N:10]=1 |f:1.2|. Procedure details: The title compound was prepared according to the procedure described in step 1 of Example 45 from 2-chloro-5-fluoronicotinic acid and methyl 4-[(1S)-1-aminoethyl]benzoate hydrochloride (step 3 of Example 5): 1H-NMR (CDCl3) δ 8.54 (1H, d, J=2.9 Hz), 8.05 (2H, d, J=8.4 Hz), 7.92 (1H, dd, J=7.8, 2.9 Hz), 7.47 (2H, d, J=8.4 Hz), 6.91 (1H, m), 5.36 (1H, m), 3.92 (3H, s), 1.64 (3H, d, J=6.9 Hz).